describe an organic reaction: reactants, conditions, products, and yield From a dataset of the Open Reaction Database (ORD), a public repository of structured organic reaction records. Reactants: C(#N)C1=C(N=C(N(C1=O)C1=CC(=C(C=C1)C)C)C1=CC=C(C=C1)SC)SC (5-cyano-1-(3,4-dimethylphenyl)-4-(methylthio)-2-[4-(methylthio)phenyl]-6-oxo-1,6-dihydropyrimidine), CN (methylamine). Solvent: C(C)O (ethanol). The product is C(#N)C1=C(N=C(N(C1=O)C1=CC(=C(C=C1)C)C)C1=CC=C(C=C1)SC)NC (5-cyano-1-(3,4-dimethylphenyl)-4-(methylamino)-2-[4-(methylthio)phenyl]-6-oxo-1,6-dihydropyrimidine). The yield is 38.2%. As a reaction SMILES: [C:1]([C:3]1[C:8](=[O:9])[N:7]([C:10]2[CH:15]=[CH:14][C:13]([CH3:16])=[C:12]([CH3:17])[CH:11]=2)[C:6]([C:18]2[CH:23]=[CH:22][C:21]([S:24][CH3:25])=[CH:20][CH:19]=2)=[N:5][C:4]=1SC)#[N:2].[CH3:28][NH2:29]>C(O)C>[C:1]([C:3]1[C:8](=[O:9])[N:7]([C:10]2[CH:15]=[CH:14][C:13]([CH3:16])=[C:12]([CH3:17])[CH:11]=2)[C:6]([C:18]2[CH:23]=[CH:22][C:21]([S:24][CH3:25])=[CH:20][CH:19]=2)=[N:5][C:4]=1[NH:29][CH3:28])#[N:2]. Procedure: A suspension of 5-cyano-1-(3,4-dimethylphenyl)-4-(methylthio)-2-[4-(methylthio)phenyl]-6-oxo-1,6-dihydropyrimidine (1 g, 2.5 mmol) (prepared according to example 10) in ethanol (10 ml) with methylamine (0.16 g, 5 mmol) was refluxed for 3 hr. Then the reaction mass poured on to ice and the resulted solid filtered, washed thoroughly with water. The solid thus obtained was purified by column chromatography using ethyl acetate and hexane mixture as eluent to yield title compound (0.36 g, yield 38%, ... Starting materials: Cc1nc2ccccc2n1CCCN, CO, NC(=O)Cc1ccc(OCC2CO2)cc1. Yields the product Cc1nc2ccccc2n1CCCNCC(O)COc1ccc(CC(N)=O)cc1. RXN SMILES: [CH3:1][c:2]1[n:3][c:4]2[c:5]([n:6]1[CH2:7][CH2:8][CH2:9][NH2:10])[cH:11][cH:12][cH:13][cH:14]2.[CH3:30][OH:31].[NH2:15][C:16]([CH2:17][c:18]1[cH:19][cH:20][c:21]([O:22][CH2:23][CH:24]2[CH2:25][O:26]2)[cH:27][cH:28]1)=[O:29]>>[CH3:1][c:2]1[n:3][c:4]2[c:5]([n:6]1[CH2:7][CH2:8][CH2:9][NH:10][CH2:25][CH:24]([CH2:23][O:22][c:21]1[cH:20][cH:19][c:18]([CH2:17][C:16]([NH2:15])=[O:29])[cH:28][cH:27]1)[OH:26])[cH:11][cH:12][cH:13][cH:14]2. The reactants are ClC1=CC=CC=2N=C(SC21)C (7-chloro-2-methyl-benzothiazole), BrN1C(CCC1=O)=O (N-bromosuccinimide), C(C1=CC=CC=C1)(=O)OOC(C1=CC=CC=C1)=O (benzoyl peroxide). Run in C(Cl)(Cl)(Cl)Cl (CCl4). Product: BrCC=1SC2=C(N1)C=CC=C2Cl (2-Bromomethyl-7-chloro-benzothiazole). RXN SMILES: [Cl:1][C:2]1[C:10]2[S:9][C:8]([CH3:11])=[N:7][C:6]=2[CH:5]=[CH:4][CH:3]=1.[Br:12]N1C(=O)CCC1=O.C(OOC(=O)C1C=CC=CC=1)(=O)C1C=CC=CC=1>C(Cl)(Cl)(Cl)Cl>[Br:12][CH2:11][C:8]1[S:9][C:10]2[C:2]([Cl:1])=[CH:3][CH:4]=[CH:5][C:6]=2[N:7]=1. Procedure: A mixture of 7-chloro-2-methyl-benzothiazole (1.00 g, 5.45 mmol), N-bromosuccinimide (1.26 g, 7.08 mmol), benzoyl peroxide (0.1 g), and CCl4 (10 mL was heated to reflux under irradiation of a UV lamp for 14 h. The reaction mixture was cooled and filtered to remove the succinimide formed in the reaction, and the filtrate was evaporated to dryness. The resulting solid was purified by flash chromatography to give the title lamp (400 mg, 1.5 mmol). 1H-NMR (CDCl3): δ 7.94 (d, 1H), 7.47 (t, 1H), 7.42 ... Reactants: CCO, COC(=O)c1ccc2occ(-c3cccc(OC(F)(F)F)c3)c2c1, NN, O. Yields the product NNC(=O)c1ccc2occ(-c3cccc(OC(F)(F)F)c3)c2c1. As a reaction SMILES: [CH3:28][CH2:29][OH:30].[F:1][C:2]([O:3][c:4]1[cH:5][c:6](-[c:10]2[cH:11][o:12][c:13]3[c:14]2[cH:15][c:16]([C:19](=[O:20])[O:21][CH3:22])[cH:17][cH:18]3)[cH:7][cH:8][cH:9]1)([F:23])[F:24].[NH2:26][NH2:27].[OH2:25]>>[F:1][C:2]([O:3][c:4]1[cH:5][c:6](-[c:10]2[cH:11][o:12][c:13]3[c:14]2[cH:15][c:16]([C:19](=[O:20])[NH:26][NH2:27])[cH:17][cH:18]3)[cH:7][cH:8][cH:9]1)([F:23])[F:24]. Reactants: S1C(=NC=C1)C1=C(C=O)C=CC=C1 (2-thiazol-2-yl-benzaldehyde), NC1=NC=C(C=N1)C=1C=C(C(=CC1)NC(C)(C)C)N (4-(2-amino-pyrimidin-5-yl)-N1-tert-butyl-benzene-1,2-diamine), O (water), C(=O)(O)[O-].[Na+] (NaHCO3). Solvent: C(C)(=O)O (acetic acid). Conditions: time 60 hour. The product is C(C)(C)(C)N1C(=NC2=C1C=CC(=C2)C=2C=NC(=NC2)N)C2=C(C=CC=C2)C=2SC=CN2 (5-[1-tert-Butyl-2-(2-thiazol-2-yl-phenyl)-1H-benzimidazol-5-yl]-pyrimidin-2-ylamine). The yield is 15.6%. Reaction SMILES: [S:1]1[CH:5]=[CH:4][N:3]=[C:2]1[C:6]1[CH:13]=[CH:12][CH:11]=[CH:10][C:7]=1[CH:8]=O.[NH2:14][C:15]1[N:20]=[CH:19][C:18]([C:21]2[CH:22]=[C:23]([NH2:32])[C:24]([NH:27][C:28]([CH3:31])([CH3:30])[CH3:29])=[CH:25][CH:26]=2)=[CH:17][N:16]=1.O.C([O-])(O)=O.[Na+]>C(O)(=O)C>[C:28]([N:27]1[C:24]2[CH:25]=[CH:26][C:21]([C:18]3[CH:17]=[N:16][C:15]([NH2:14])=[N:20][CH:19]=3)=[CH:22][C:23]=2[N:32]=[C:8]1[C:7]1[CH:10]=[CH:11][CH:12]=[CH:13][C:6]=1[C:2]1[S:1][CH:5]=[CH:4][N:3]=1)([CH3:31])([CH3:29])[CH3:30] |f:3.4|. Procedure: A solution of 2-thiazol-2-yl-benzaldehyde (100 mg, 0.53 mmol) and 4-(2-amino-pyrimidin-5-yl)-N1-tert-butyl-benzene-1,2-diamine (120 mg, 0.45 mmol) in acetic acid (5 mL) is warmed to 50° C. for 12 hours and then at 80° C. for 60 hours. After this time the reaction is cooled to room temperature and pour into water and NaHCO3 (sat.). The product is extracted into EtOAc (3×) and the combined organics are dried (MgSO4), filtered and concentrated. Purification via flash chromatography (12 g silica gel... Reactants: O (H2O), BrC1=CN(C=2C1=NC(=C(C2)C#N)N(CC)CC2CCCC2)C (3-bromo-5-[N-(cyclopentylmethyl)-N-ethylamino]-1-methyl-1H-pyrrolo[3,2-b]pyridine-6-carbonitrile), [1,1-bis(diphenylphosphino)ferrocene]dichloropalladium (II) dichloromethane, C[Mg]Br (methylmagnesium bromide). Run in C1CCOC1 (THF). Conditions: temperature 75 celsius, time 22 hour. The product is C1(CCCC1)CN(CC)C1=C(C=C2C(=N1)C(=CN2C)C)C#N (5-[N-(cyclopentylmethyl)-N-ethylamino]-1,3-dimethyl-1H-pyrrolo[3,2-b]pyridine-6-carbonitrile). As a reaction SMILES: Br[C:2]1[C:6]2=[N:7][C:8]([N:13]([CH2:16][CH:17]3[CH2:21][CH2:20][CH2:19][CH2:18]3)[CH2:14][CH3:15])=[C:9]([C:11]#[N:12])[CH:10]=[C:5]2[N:4]([CH3:22])[CH:3]=1.[CH3:23][Mg]Br.O>C1COCC1>[CH:17]1([CH2:16][N:13]([C:8]2[N:7]=[C:6]3[C:2]([CH3:23])=[CH:3][N:4]([CH3:22])[C:5]3=[CH:10][C:9]=2[C:11]#[N:12])[CH2:14][CH3:15])[CH2:21][CH2:20][CH2:19][CH2:18]1. Reported procedure: A mixture of 3-bromo-5-[N-(cyclopentylmethyl)-N-ethylamino]-1-methyl-1H-pyrrolo[3,2-b]pyridine-6-carbonitrile (1.05 g, 2.91 mmol) and [1,1-bis(diphenylphosphino)ferrocene]dichloropalladium (II) dichloromethane complex (PdCl2(dppf)-CH2Cl2, 0.24 g, 0.29 mmol) in THF (20 mL) is treated with methylmagnesium bromide (0.93 M in THF, 7.8 mL) at 0° C. The reaction mixture is stirred at 75° C. for 22 hours. After cooling to room temperature, H2O is added, and the reaction mixture is extracted with EtOAc....